From a dataset of the Open Reaction Database (ORD), a public repository of structured organic reaction records. describe an organic reaction: reactants, conditions, products, and yield Reactants: Cc1cc(-c2ccc(C(F)(F)F)cc2)cc(-c2cncc(-c3cccc(S(=O)(=O)NC(C)(C)C)c3)c2)n1, ClCCl, O=C(O)C(F)(F)F. Product: Cc1cc(-c2ccc(C(F)(F)F)cc2)cc(-c2cncc(-c3cccc(S(N)(=O)=O)c3)c2)n1. RXN SMILES: [C:1]([CH3:2])([CH3:3])([CH3:4])[NH:5][S:6](=[O:7])(=[O:8])[c:9]1[cH:10][c:11](-[c:15]2[cH:16][c:17](-[c:21]3[n:22][c:23]([CH3:37])[cH:24][c:25](-[c:27]4[cH:28][cH:29][c:30]([C:33]([F:34])([F:35])[F:36])[cH:31][cH:32]4)[cH:26]3)[cH:18][n:19][cH:20]2)[cH:12][cH:13][cH:14]1.[Cl:45][CH2:46][Cl:47].[F:38][C:39]([F:40])([F:41])[C:42]([OH:43])=[O:44]>>[NH2:5][S:6](=[O:7])(=[O:8])[c:9]1[cH:10][c:11](-[c:15]2[cH:16][c:17](-[c:21]3[n:22][c:23]([CH3:37])[cH:24][c:25](-[c:27]4[cH:28][cH:29][c:30]([C:33]([F:34])([F:35])[F:36])[cH:31][cH:32]4)[cH:26]3)[cH:18][n:19][cH:20]2)[cH:12][cH:13][cH:14]1. The reactants are O=C(c1ccccc1)c1ccc(OCC(O)COc2ccc(C(=O)c3ccccc3)c(O)c2)cc1O, CC(C)=CC(=O)O, CC(C)=O. Yields the product CC(C)=CC(=O)OC(COc1ccc(C(=O)c2ccccc2)c(O)c1)COc1ccc(C(=O)c2ccccc2)c(O)c1. Reaction SMILES: [C:1]([c:2]1[cH:3][cH:4][cH:5][cH:6][cH:7]1)(=[O:8])[c:9]1[c:10]([OH:36])[cH:11][c:12]([O:13][CH2:14][CH:15]([CH2:16][O:17][c:18]2[cH:19][c:20]([OH:32])[c:21]([C:24]([c:25]3[cH:26][cH:27][cH:28][cH:29][cH:30]3)=[O:31])[cH:22][cH:23]2)[OH:33])[cH:34][cH:35]1.[CH3:37][C:38](=[CH:39][C:40](=[O:41])[OH:42])[CH3:43].[CH3:44][C:45](=[O:46])[CH3:47]>>[C:1]([c:2]1[cH:3][cH:4][cH:5][cH:6][cH:7]1)(=[O:8])[c:9]1[c:10]([OH:36])[cH:11][c:12]([O:13][CH2:14][CH:15]([CH2:16][O:17][c:18]2[cH:19][c:20]([OH:32])[c:21]([C:24]([c:25]3[cH:26][cH:27][cH:28][cH:29][cH:30]3)=[O:31])[cH:22][cH:23]2)[O:33][C:40]([CH:39]=[C:38]([CH3:37])[CH3:43])=[O:41])[cH:34][cH:35]1. The product is CCOC(=O)C(C)(C)OC(=O)c1cc(N)c(F)cc1Cl. The reactants are CCO, CCOC(=O)C(C)(C)OC(=O)c1cc([N+](=O)[O-])c(F)cc1Cl, Cl, [Fe], O. Reaction SMILES: [CH3:25][CH2:26][OH:27].[Cl:3][c:4]1[c:5]([C:6](=[O:7])[O:8][C:9]([C:10](=[O:11])[O:12][CH2:13][CH3:14])([CH3:15])[CH3:16])[cH:17][c:18]([N+:22]([O-:23])=[O:24])[c:19]([F:21])[cH:20]1.[ClH:2].[Fe:28].[OH2:1]>>[Cl:3][c:4]1[c:5]([C:6](=[O:7])[O:8][C:9]([C:10](=[O:11])[O:12][CH2:13][CH3:14])([CH3:15])[CH3:16])[cH:17][c:18]([NH2:22])[c:19]([F:21])[cH:20]1. Starting materials: C(=O)(N1C=NC=C1)N1C=NC=C1 (1,1'-carbonylbis-1 H-imidazole), C(C)(C)(C)OC(=O)NCC(=O)O (N-(tert-butoxycarbonyl)glycine), NC1=CC=C(C#N)C=C1 (p-aminobenzonitrile). The solvent is O1CCCC1 (tetrahydrofuran). Conditions: time 3 hour. The product is C(C)(C)(C)OC(=O)NCC(=O)NC1=CC=C(C=C1)C#N (2-(tert-butoxycarbonylamino)-N-(4-cyanophenyl)acetamide). The yield is 88.0%. Reaction SMILES: [C:1]([O:5][C:6]([NH:8][CH2:9][C:10]([OH:12])=O)=[O:7])([CH3:4])([CH3:3])[CH3:2].C(N1C=CN=C1)(N1C=CN=C1)=O.[NH2:25][C:26]1[CH:33]=[CH:32][C:29]([C:30]#[N:31])=[CH:28][CH:27]=1>O1CCCC1>[C:1]([O:5][C:6]([NH:8][CH2:9][C:10]([NH:25][C:26]1[CH:33]=[CH:32][C:29]([C:30]#[N:31])=[CH:28][CH:27]=1)=[O:12])=[O:7])([CH3:2])([CH3:3])[CH3:4]. Reported procedure: 14.83 g of N-(tert-butoxycarbonyl)glycine was dissolved in 50 ml of tetrahydrofuran, and 13.73 g of 1,1'-carbonylbis-1 H-imidazole was gradually added thereto and stirred at room temperature for 3 hours. 10 g of p-aminobenzonitrile was added thereto and stirred for 3 hours. Then, the solvent was removed by distillation under a reduced pressure. Water was added to the resulting residue, and the crystals thus formed were taken out by filtration, washed with a small amount of ethanol and then dried... The reactants are C1CCOC1, CC(C)Oc1ccc(-c2noc(-c3ccc(CN=[N+]=[N-])cc3)n2)cc1Cl, O, c1ccc(P(c2ccccc2)c2ccccc2)cc1. Product: CC(C)Oc1ccc(-c2noc(-c3ccc(CN)cc3)n2)cc1Cl. Reaction SMILES: [CH2:46]1[O:47][CH2:48][CH2:49][CH2:50]1.[N:1](=[N+:2]=[N-:3])[CH2:4][c:5]1[cH:6][cH:7][c:8](-[c:11]2[n:12][c:13](-[c:16]3[cH:17][c:18]([Cl:26])[c:19]([O:22][CH:23]([CH3:24])[CH3:25])[cH:20][cH:21]3)[n:14][o:15]2)[cH:9][cH:10]1.[OH2:51].[c:27]1([P:28]([c:29]2[cH:30][cH:31][cH:32][cH:33][cH:34]2)[c:35]2[cH:36][cH:37][cH:38][cH:39][cH:40]2)[cH:41][cH:42][cH:43][cH:44][cH:45]1>>[NH2:1][CH2:4][c:5]1[cH:6][cH:7][c:8](-[c:11]2[n:12][c:13](-[c:16]3[cH:17][c:18]([Cl:26])[c:19]([O:22][CH:23]([CH3:24])[CH3:25])[cH:20][cH:21]3)[n:14][o:15]2)[cH:9][cH:10]1. Reactants: C(=C)(C)C1=NC=CC=C1 (2-isopropenylpyridine), ClN1C(CCC1=O)=O (N-chlorosuccinimide), C(Cl)(Cl)(Cl)Cl (carbon tetrachloride). The solvent is CCCCCC (n-hexane). Reaction conditions: time 20 minute. Product: ClCC(=C)C1=NC=CC=C1 (2-(1-chloromethylvinyl)pyridine). Yield: 19.4%. Reaction SMILES: [C:1]([C:4]1[CH:9]=[CH:8][CH:7]=[CH:6][N:5]=1)([CH3:3])=[CH2:2].[Cl:10]N1C(=O)CCC1=O.C(Cl)(Cl)(Cl)Cl>CCCCCC>[Cl:10][CH2:2][C:1]([C:4]1[CH:9]=[CH:8][CH:7]=[CH:6][N:5]=1)=[CH2:3]. Reported procedure: A mixture of 4.0 g of 2-isopropenylpyridine, 4.5 g of N-chlorosuccinimide and 8 ml of carbon tetrachloride was stirred at 150° to 160° C. for 20 minutes. After the reaction mixture was cooled to room temperature, n-hexane was added thereto to remove the insoluble matter through filtration. After distilling off the solvent, the residue was purified by silica gel column chromatography (eluted with n-hexane-ethyl acetate 20:1) to obtain 1.0 g of the objective compound. The reactants are N1CCNCC1 (piperazine), ClC1=CC(=NC=2N1N=C(C2S(=O)(=O)C2=CC=C(C=C2)C)SC)C (7-chloro-5-methyl-2-methylsulphanyl-3-(toluene-4-sulphonyl)-pyrazolo[1,5-a]pyrimidine). Solvent: CN(C)C=O (DMF), CN(C)C=O (DMF). Conditions: time 2 hour. The product is C1(=CC=CC=C1)S(=O)(=O)C=1C(=NN2C1N=C(C=C2N2CCNCC2)C)SC (3-benzenesulphonyl-5-methyl-2-methylsulphanyl-7-piperazin-1-yl-pyrazolo[1,5-a]pyrimidine). The yield is 43.7%. Reaction SMILES: [NH:1]1[CH2:6][CH2:5][NH:4][CH2:3][CH2:2]1.Cl[C:8]1[N:13]2[N:14]=[C:15]([S:27][CH3:28])[C:16]([S:17]([C:20]3[CH:25]=[CH:24][C:23](C)=[CH:22][CH:21]=3)(=[O:19])=[O:18])=[C:12]2[N:11]=[C:10]([CH3:29])[CH:9]=1>CN(C=O)C>[C:20]1([S:17]([C:16]2[C:15]([S:27][CH3:28])=[N:14][N:13]3[C:8]([N:1]4[CH2:6][CH2:5][NH:4][CH2:3][CH2:2]4)=[CH:9][C:10]([CH3:29])=[N:11][C:12]=23)(=[O:19])=[O:18])[CH:21]=[CH:22][CH:23]=[CH:24][CH:25]=1. Reported procedure: 0.3 g (3.4 mmol) of piperazine in 10 ml of DMF was added to a solution of 0.62 g (1.7 mmol) of 7-chloro-5-methyl-2-methylsulphanyl-3-(toluene-4-sulphonyl)-pyrazolo[1,5-a]pyrimidine in 10 ml of DMF and stirred at 60° for 2 hrs. The reaction solution was cooled to RT and evaporated in a high vacuum. The residue was partitioned between 2N NaOH and CH2Cl2. The aqueous phase was extracted three times with CH2Cl2, and the combined organic phases were dried (MgSO4), filtered and evaporated. Subsequent ...